Dataset: the Open Reaction Database (ORD), a public repository of structured organic reaction records. Task: describe an organic reaction: reactants, conditions, products, and yield RXN SMILES: [Br:1][c:2]1[cH:3][cH:4][cH:5][cH:6][cH:7]1.[C:21](=[O:22])([O-:23])[O-:24].[CH3:64][c:65]1[cH:66][cH:67][cH:68][cH:69][cH:70]1.[CH:28](=[CH:29][C:30]([CH:31]=[CH:32][c:33]1[cH:34][cH:35][cH:36][cH:37][cH:38]1)=[O:39])[c:40]1[cH:41][cH:42][cH:43][cH:44][cH:45]1.[CH:46](=[CH:47][C:48]([CH:49]=[CH:50][c:51]1[cH:52][cH:53][cH:54][cH:55][cH:56]1)=[O:57])[c:58]1[cH:59][cH:60][cH:61][cH:62][cH:63]1.[Cs+:25].[Cs+:26].[N+:8](=[O:9])([O-:10])[c:11]1[cH:12][cH:13][c:14]([S:17](=[O:18])(=[NH:19])[CH3:20])[cH:15][cH:16]1.[Pd:27]>>[c:2]1([N:19]=[S:17]([c:14]2[cH:13][cH:12][c:11]([N+:8](=[O:9])[O-:10])[cH:16][cH:15]2)(=[O:18])[CH3:20])[cH:3][cH:4][cH:5][cH:6][cH:7]1. Yields the product CS(=O)(=Nc1ccccc1)c1ccc([N+](=O)[O-])cc1. Reactants: Brc1ccccc1, O=C([O-])[O-], Cc1ccccc1, O=C(C=Cc1ccccc1)C=Cc1ccccc1, O=C(C=Cc1ccccc1)C=Cc1ccccc1, [Cs+], [Cs+], CS(=N)(=O)c1ccc([N+](=O)[O-])cc1, [Pd]. The product is CC(C)CN1C(=O)c2ccc(Br)cc2C1O. Starting materials: [BH4-], CC(C)CN1C(=O)c2ccc(Br)cc2C1=O, CO, [K+], O. Reaction SMILES: [BH4-:20].[Br:1][c:2]1[cH:3][c:4]2[c:5]([cH:15][cH:16]1)[C:6](=[O:7])[N:8]([CH2:11][CH:12]([CH3:13])[CH3:14])[C:9]2=[O:10].[CH3:18][OH:19].[K+:21].[OH2:17]>>[Br:1][c:2]1[cH:3][c:4]2[c:5]([cH:15][cH:16]1)[C:6](=[O:7])[N:8]([CH2:11][CH:12]([CH3:13])[CH3:14])[CH:9]2[OH:10].